Dataset: the Open Reaction Database (ORD), a public repository of structured organic reaction records. Task: describe an organic reaction: reactants, conditions, products, and yield Reaction SMILES: [Cl:1][C:2]1[C:7]([Cl:8])=[C:6]([C:9]([C:11]2[N:15]([CH3:16])[N:14]=[CH:13][CH:12]=2)=[O:10])[CH:5]=[CH:4][C:3]=1[OH:17].[CH2:18](Br)[CH:19]=[CH2:20].C(=O)([O-])[O-].[K+].[K+]>CC(C)=O>[Cl:8][C:7]1[C:2]([Cl:1])=[C:3]([O:17][CH2:20][CH:19]=[CH2:18])[CH:4]=[CH:5][C:6]=1[C:9]([C:11]1[N:15]([CH3:16])[N:14]=[CH:13][CH:12]=1)=[O:10] |f:2.3.4|. The reactants are ClC1=C(C=CC(=C1Cl)C(=O)C1=CC=NN1C)O (2,3-dichloro-4-(1-methyl-5-pyrazolylcarbonyl)phenol), C(C=C)Br (allyl bromide), C([O-])([O-])=O.[K+].[K+] (potassium carbonate). The yield is 87.2%. Solvent: CC(=O)C (acetone). The product is ClC1=C(C=CC(=C1Cl)OCC=C)C(=O)C1=CC=NN1C ((2,3-dichloro-4-allyloxyphenyl)(1-methyl-5-pyrazolyl)methanone). Procedure: A suspension of 8.35 g of 2,3-dichloro-4-(1-methyl-5-pyrazolylcarbonyl)phenol, 5.59 g of allyl bromide and 10.64 g of potassium carbonate in acetone is refluxed for 3 hours. The reaction mixture is filtered and the filtrate is evaporated to remove solvent. The residue is dissolved in toluene, and the solution is treated with activated charcoal and then evaporated to give 8.36 g of (2,3-dichloro-4-allyloxyphenyl)(1-methyl-5-pyrazolyl)methanone. The reactants are CC1CN(c2ncc(CO)cc2Cl)CCN1c1nc2cc(C(F)(F)F)cc(N)c2[nH]1, O=C(O)C1CCCCC1. The product is CC1CN(c2ncc(CO)cc2Cl)CCN1c1nc2cc(C(F)(F)F)cc(NC(=O)C3CCCCC3)c2[nH]1. Reaction SMILES: [NH2:1][c:2]1[cH:3][c:4]([C:27]([F:28])([F:29])[F:30])[cH:5][c:6]2[c:7]1[nH:8][c:9]([N:11]1[CH:12]([CH3:26])[CH2:13][N:14]([c:17]3[c:18]([Cl:25])[cH:19][c:20]([CH2:23][OH:24])[cH:21][n:22]3)[CH2:15][CH2:16]1)[n:10]2.[OH:31][C:32](=[O:33])[CH:34]1[CH2:35][CH2:36][CH2:37][CH2:38][CH2:39]1>>[NH:1]([c:2]1[cH:3][c:4]([C:27]([F:28])([F:29])[F:30])[cH:5][c:6]2[c:7]1[nH:8][c:9]([N:11]1[CH:12]([CH3:26])[CH2:13][N:14]([c:17]3[c:18]([Cl:25])[cH:19][c:20]([CH2:23][OH:24])[cH:21][n:22]3)[CH2:15][CH2:16]1)[n:10]2)[C:32](=[O:31])[CH:34]1[CH2:35][CH2:36][CH2:37][CH2:38][CH2:39]1. Reported procedure: A mixture of 7-bromo-4-(pyrimidin-2-ylmethyl)-3,4-dihydrobenzo[f][1,4]oxazepin-5(2H)-one (50 mg, 0.15 mmol), 2-(3-fluoro-4-(trifluoromethyl)phenyl)-4,4,5,5-tetramethyl-1,3,2-dioxaborolane (52 mg, 0.18 mmol), cesium carbonate (146 mg, 0.45 mmol), 1,1′-bis(diphenylphosphino)ferrocene]dichloropalladium (10 mg, 0.015 mmol) was dissolved in a degassed mixture of DMF and water 3/1.5 (4.5 mL). The mixture was heated in microwave at 85° C. for 40 min. The mixture was poured into EtOAc and washed with wa... Reagents/catalysts: C1(=CC=CC=C1)P([C-]1C=CC=C1)C1=CC=CC=C1.[C-]1(C=CC=C1)P(C1=CC=CC=C1)C1=CC=CC=C1.[Fe+2] (1,1′-bis(diphenylphosphino)ferrocene), Cl[Pd]Cl (dichloropalladium). Starting materials: CCOC(=O)C (EtOAc), BrC=1C=CC2=C(C(N(CCO2)CC2=NC=CC=N2)=O)C1 (7-bromo-4-(pyrimidin-2-ylmethyl)-3,4-dihydrobenzo[f][1,4]oxazepin-5(2H)-one), FC=1C=C(C=CC1C(F)(F)F)B1OC(C(O1)(C)C)(C)C (2-(3-fluoro-4-(trifluoromethyl)phenyl)-4,4,5,5-tetramethyl-1,3,2-dioxaborolane), C([O-])([O-])=O.[Cs+].[Cs+] (cesium carbonate). Reaction SMILES: Br[C:2]1[CH:3]=[CH:4][C:5]2[O:11][CH2:10][CH2:9][N:8]([CH2:12][C:13]3[N:18]=[CH:17][CH:16]=[CH:15][N:14]=3)[C:7](=[O:19])[C:6]=2[CH:20]=1.[F:21][C:22]1[CH:23]=[C:24](B2OC(C)(C)C(C)(C)O2)[CH:25]=[CH:26][C:27]=1[C:28]([F:31])([F:30])[F:29].C(=O)([O-])[O-].[Cs+].[Cs+].CCOC(C)=O>CN(C=O)C.O.C1(P(C2C=CC=CC=2)[C-]2C=CC=C2)C=CC=CC=1.[C-]1(P(C2C=CC=CC=2)C2C=CC=CC=2)C=CC=C1.[Fe+2].Cl[Pd]Cl>[F:21][C:22]1[CH:23]=[C:24]([C:2]2[CH:3]=[CH:4][C:5]3[O:11][CH2:10][CH2:9][N:8]([CH2:12][C:13]4[N:18]=[CH:17][CH:16]=[CH:15][N:14]=4)[C:7](=[O:19])[C:6]=3[CH:20]=2)[CH:25]=[CH:26][C:27]=1[C:28]([F:29])([F:30])[F:31] |f:2.3.4,8.9.10|. The product is FC=1C=C(C=CC1C(F)(F)F)C=1C=CC2=C(C(N(CCO2)CC2=NC=CC=N2)=O)C1 (7-(3-fluoro-4-(trifluoromethyl)phenyl)-4-(pyrimidin-2-ylmethyl)-3,4-dihydrobenzo[f][1,4]oxazepin-5 (2H)-one). Reaction conditions: temperature 85 celsius. The solvent is CN(C)C=O (DMF), O (water).